Dataset: the Open Reaction Database (ORD), a public repository of structured organic reaction records. Task: describe an organic reaction: reactants, conditions, products, and yield The reactants are Br.Br.C1(=CC=CC=C1)CN1[C@H]2CN[C@@H](C1)C2 ((1R, 4R)-5-Phenylmethyl-2,5-Diazabicyclo-[2.2.1]-Heptane, Dihydrobromide). The reagents and catalysts are [Pd] (Pd). Run in O (water). Reaction conditions: time 8 hour. Product: Br.Br.CCCCCCC (Heptane, Dihydrobromide). Yield: 180.8%. RXN SMILES: [BrH:1].Br.[C:3]1([CH2:9]N2C[C@H]3C[C@@H]2CN3)[CH:8]=[CH:7][CH:6]=[CH:5][CH:4]=1>O.[Pd]>[BrH:1].[BrH:1].[CH3:9][CH2:3][CH2:4][CH2:5][CH2:6][CH2:7][CH3:8] |f:0.1.2,5.6.7|. Procedure details: A suspension of 76 g (0.217 moles) of (1R, 4R)-5-phenylmethyl-2,5-diazabicyclo-[2.2.1]-heptane, dihydrobromide (9) and 37 g of 10% Pd on C in 1.2 L of water was hydrogenated at atmospheric pressure at 40° C. The reaction was completed within 8 hours. The catalyst was filtered off and the filtrate was evaporated under reduced pressure. The residue was taken up with ethanol and the resulting precipitate was filtered to give 51.4 g (91%) of the titled compound. M.P.=285°. [α]D =-19.83 (c=1.2, 0.1N ...